Dataset: the Open Reaction Database (ORD), a public repository of structured organic reaction records. Task: describe an organic reaction: reactants, conditions, products, and yield Starting materials: C1=C(C=CC2=CC=CC=C12)B(O)O (2-naphthylboronic acid), CC(C(=O)[O-])C1CCN2C1=C(C=1C(=CC(=CC21)F)S(=O)(=O)C)Br ((+/−)-methyl[9-bromo-6-fluoro-8-(methylsulfonyl)-2,3-dihydro-1H-pyrrolo[1,2-a]indol-1-yl]acetate). The product is FC=1C=C(C=2C(=C3N(C2C1)CCC3CC(=O)O)C3=CC1=CC=CC=C1C=C3)S(=O)(=O)C ((+/−)-[6-FLUORO-8-(METHYLSULFONYL)-9-(2-NAPHTHYL)-2,3-DIHYDRO-1H-PYRROLO[1,2-a]INDOL-1-YL]ACETIC ACID). RXN SMILES: [CH:1]1[C:10]2[C:5](=[CH:6][CH:7]=[CH:8][CH:9]=2)[CH:4]=[CH:3][C:2]=1B(O)O.C[CH:15]([CH:19]1[C:23]2=[C:24](Br)[C:25]3[C:26]([S:32]([CH3:35])(=[O:34])=[O:33])=[CH:27][C:28]([F:31])=[CH:29][C:30]=3[N:22]2[CH2:21][CH2:20]1)[C:16]([O-:18])=[O:17]>>[F:31][C:28]1[CH:27]=[C:26]([S:32]([CH3:35])(=[O:34])=[O:33])[C:25]2[C:24]([C:2]3[CH:3]=[CH:4][C:5]4[C:10](=[CH:9][CH:8]=[CH:7][CH:6]=4)[CH:1]=3)=[C:23]3[CH:19]([CH2:15][C:16]([OH:18])=[O:17])[CH2:20][CH2:21][N:22]3[C:30]=2[CH:29]=1. Reported procedure: Starting from 2-naphthylboronic acid and (+/−)-methyl[9-bromo-6-fluoro-8-(methylsulfonyl)-2,3-dihydro-1H-pyrrolo[1,2-a]indol-1-yl]acetate (Example 126, Step 1), the title compound was synthesized following the procedures described in Step 2 of Example 126 and Step 10 of Example 7. Reactants: CC1(C(C(C=2C(=CC=3C(=NON3)C2)O1)N1N(CCC1=O)C(=O)OC(C)(C)C)O)C (7,8-dihydro-6,6-dimethyl-7-hydroxy-8-(1-tert-butoxycarbonyl-3-oxo-pyrazolidin-2-yl)-6H-pyrano [2,3-f] benzo-2,1,3-oxadiazole), FC(C(=O)O)(F)F (trifluoroacetic acid), C([O-])(O)=O.[Na+] (sodium bicarbonate). Run at time 1 hour. Yields the product CC1(C(C(C=2C(=CC=3C(=NON3)C2)O1)N1NCCC1=O)O)C (7,8-dihydro-6,6-dimethyl-7-hydroxy-8-(3-oxo-pyrazolidin-2-yl)-6H-pyrano [2,3-f] benzo-2,1,3-oxadiazole). The yield is 84.0%. RXN SMILES: [CH3:1][C:2]1([CH3:29])[O:14][C:6]2=[CH:7][C:8]3[C:9]([CH:13]=[C:5]2[CH:4]([N:15]2[C:19](=[O:20])[CH2:18][CH2:17][N:16]2C(OC(C)(C)C)=O)[CH:3]1[OH:28])=[N:10][O:11][N:12]=3.FC(F)(F)C(O)=O.C(=O)(O)[O-].[Na+]>>[CH3:1][C:2]1([CH3:29])[O:14][C:6]2=[CH:7][C:8]3[C:9]([CH:13]=[C:5]2[CH:4]([N:15]2[C:19](=[O:20])[CH2:18][CH2:17][NH:16]2)[CH:3]1[OH:28])=[N:10][O:11][N:12]=3 |f:2.3|. Procedure details: To 200 mg of 7,8-dihydro-6,6-dimethyl-7-hydroxy-8-(1-tert-butoxycarbonyl-3-oxo-pyrazolidin-2-yl)-6H-pyrano [2,3-f] benzo-2,1,3-oxadiazole were added 2 ml of trifluoroacetic acid under ice-cooling and stirred for 1 hour at the room temperature. The obtained solution was neutralized with saturated sodium bicarbonate solution and extracted with chloroform. The chloroform layer was dried over anhydrous sodium sulfate and the solvent was distilled off. The residue was added with ethyl acetate-diethyl... Product: Cc1c(C)n(Cc2cccc(Cl)c2)c2c(N3CCc4ccccc4C3)nc(-c3nnnn3C)cc12. Reactants: O=C([O-])[O-], CN(C)C=O, Cc1c(C)n(Cc2cccc(Cl)c2)c2c(N3CCc4ccccc4C3)nc(-c3nnn[nH]3)cc12, CI, [K+], [K+], O. RXN SMILES: [C:35](=[O:36])([O-:37])[O-:38].[CH3:41][N:42]([CH3:43])[CH:44]=[O:45].[Cl:1][c:2]1[cH:3][c:4]([CH2:5][n:6]2[c:7]([CH3:31])[c:8]([CH3:30])[c:9]3[c:10]2[c:11]([N:20]2[CH2:21][c:22]4[cH:23][cH:24][cH:25][cH:26][c:27]4[CH2:28][CH2:29]2)[n:12][c:13](-[c:15]2[n:16][n:17][n:18][nH:19]2)[cH:14]3)[cH:32][cH:33][cH:34]1.[I:46][CH3:47].[K+:39].[K+:40].[OH2:48]>>[Cl:1][c:2]1[cH:3][c:4]([CH2:5][n:6]2[c:7]([CH3:31])[c:8]([CH3:30])[c:9]3[c:10]2[c:11]([N:20]2[CH2:21][c:22]4[cH:23][cH:24][cH:25][cH:26][c:27]4[CH2:28][CH2:29]2)[n:12][c:13](-[c:15]2[n:16][n:17][n:18][n:19]2[CH3:35])[cH:14]3)[cH:32][cH:33][cH:34]1. The reactants are O=C[O-], O=CO, [Cl-], O=C(CCl)c1ccc(O)c(O)c1, Cl, [Na+], [Na], O. Product: O=C(CO)c1ccc(O)c(O)c1. As a reaction SMILES: [CH:13](=[O:14])[O-:15].[CH:20]([OH:21])=[O:22].[Cl-:19].[Cl:1][CH2:2][C:3](=[O:4])[c:5]1[cH:6][c:7]([OH:12])[c:8]([OH:9])[cH:10][cH:11]1.[ClH:17].[Na+:16].[Na:18].[OH2:23]>>[CH2:2]([C:3](=[O:4])[c:5]1[cH:6][c:7]([OH:12])[c:8]([OH:9])[cH:10][cH:11]1)[OH:14]. Starting materials: N1[C@H](C(=O)O)CCC1 (L-proline), C(C1=CC=CC=C1)N=C=O (benzyl isocyanate), Cl (Hydrochloric acid), C(C)(C)(C)OC(=O)N1[C@@H](CCC1)C(CCCOCC1=CC=CC=C1)O ((S)-1-(tert-butoxycarbonyl)-2-[1-hydroxy-4(phenylmethyloxy)butyl]pyrrolidine). The solvent is CN(C)C=O (DMF), C(C)N(CC)CC (triethylamine). Conditions: time 30 minute. The product is OCCCC(=O)[C@H]1N(CCC1)C(=O)[C@H]1N(CCC1)C(=O)NCC1=CC=CC=C1 ((S)-2-[[(S)-2-(4-Hydroxy-1-oxobutyl)-1-pyrrolidinyl]carbonyl]-N-(phenylmethyl)-1-pyrrolidinecarboxamide). Isolated yield 77.9%. Reaction SMILES: Cl.C(O[C:7]([N:9]1[CH2:13][CH2:12][CH2:11][C@H:10]1[CH:14]([OH:26])[CH2:15][CH2:16][CH2:17][O:18]CC1C=CC=CC=1)=[O:8])(C)(C)C.[NH:27]1[CH2:34][CH2:33][CH2:32][C@H:28]1C(O)=O.[CH2:35]([N:42]=[C:43]=[O:44])[C:36]1[CH:41]=[CH:40][CH:39]=[CH:38][CH:37]=1>CN(C=O)C.C(N(CC)CC)C>[OH:18][CH2:17][CH2:16][CH2:15][C:14]([C@@H:10]1[CH2:11][CH2:12][CH2:13][N:9]1[C:7]([C@@H:34]1[CH2:33][CH2:32][CH2:28][N:27]1[C:43]([NH:42][CH2:35][C:36]1[CH:41]=[CH:40][CH:39]=[CH:38][CH:37]=1)=[O:44])=[O:8])=[O:26]. Reported procedure: 4N Hydrochloric acid (1,4-dioxane solution, 20 ml) was added to (S)-1-(tert-butoxycarbonyl)-2-[1-hydroxy-4(phenylmethyloxy)butyl]pyrrolidine (high polar isomer, 3.00 g) and the mixture was allowed to stand at room temperature for 30 minutes. The reaction mixture was concentrated and the residue was reacted with N-(benzylamincarbonyl)-L-proline obtained by stirring L-proline (0.99 g), benzyl isocyanate (0.97 g) and triethylamine (0.87 g) in DMF (10 ml) at room temperature for 1 hour, in the same ... The reactants are Fc1cc(CBr)cnc1Cl, C1N2CN3CN1CN(C2)C3, CC(=O)O, [Na+], O=C([O-])O, O. The product is O=Cc1cnc(Cl)c(F)c1. RXN SMILES: [Br:1][CH2:2][c:3]1[cH:4][c:5]([F:10])[c:6]([Cl:9])[n:7][cH:8]1.[CH2:11]1[N:12]2[CH2:13][N:14]3[CH2:15][N:16]([CH2:17]2)[CH2:18][N:19]1[CH2:20]3.[CH3:26][C:27](=[O:28])[OH:29].[Na+:25].[O-:21][C:22]([OH:23])=[O:24].[OH2:30]>>[CH:2]([c:3]1[cH:4][c:5]([F:10])[c:6]([Cl:9])[n:7][cH:8]1)=[O:21]. Starting materials: NC1=C(C=C(C=C1)OC1=CC=C(C=C1)C(C)=O)[N+](=O)[O-] (1-{4-[(4-amino-3-nitrophenyl)oxy]phenyl}ethanone), CO (methanol). Reagents/catalysts: [Pd].[C] (Pd carbon). The solvent is C(C)(=O)OCC (ethyl acetate). Conditions: time 24 hour. The product is NC=1C=C(C=CC1N)OC1=CC=C(C=C1)C(C)O (1-{4-[(3,4-diaminophenyl)oxy]phenyl}ethanol). Reaction SMILES: [NH2:1][C:2]1[CH:7]=[CH:6][C:5]([O:8][C:9]2[CH:14]=[CH:13][C:12]([C:15](=[O:17])[CH3:16])=[CH:11][CH:10]=2)=[CH:4][C:3]=1[N+:18]([O-])=O.CO>C(OCC)(=O)C.[Pd].[C]>[NH2:18][C:3]1[CH:4]=[C:5]([O:8][C:9]2[CH:14]=[CH:13][C:12]([CH:15]([OH:17])[CH3:16])=[CH:11][CH:10]=2)[CH:6]=[CH:7][C:2]=1[NH2:1] |f:3.4|. Procedure details: 1-{4-[(4-amino-3-nitrophenyl)oxy]phenyl}ethanone (437 mg) was dissolved in 1:1 ethyl acetate: methanol and hydrogenated over 500 mg of 10% Pd/carbon (wet, Degussa type) under an atmosphere of H2 gas. After 24 hours, the reaction was filtered through Celite and concentrated to give crude 1-{4-[(3,4-diaminophenyl)oxy]phenyl}ethanol which was used without further purification. (M+1) 245.2, 1.05 min (LC/MS method A) Starting materials: CCn1c(=O)c(-c2cc(N)c(F)cc2C)cc2cnc(NCc3ccc(OC)cc3)cc21, ClCCl, O=C(O)C(F)(F)F. Yields the product CCn1c(=O)c(-c2cc(N)c(F)cc2C)cc2cnc(N)cc21. Reaction SMILES: [CH3:8][O:9][c:10]1[cH:11][cH:12][c:13]([CH2:14][NH:15][c:16]2[n:17][cH:18][c:19]3[cH:20][c:21](-[c:29]4[c:30]([CH3:37])[cH:31][c:32]([F:36])[c:33]([NH2:35])[cH:34]4)[c:22](=[O:28])[n:23]([CH2:26][CH3:27])[c:24]3[cH:25]2)[cH:38][cH:39]1.[Cl:40][CH2:41][Cl:42].[F:1][C:2]([F:3])([F:4])[C:5]([OH:6])=[O:7]>>[NH2:15][c:16]1[n:17][cH:18][c:19]2[cH:20][c:21](-[c:29]3[c:30]([CH3:37])[cH:31][c:32]([F:36])[c:33]([NH2:35])[cH:34]3)[c:22](=[O:28])[n:23]([CH2:26][CH3:27])[c:24]2[cH:25]1.